From a dataset of the Open Reaction Database (ORD), a public repository of structured organic reaction records. describe an organic reaction: reactants, conditions, products, and yield Starting materials: OC=1C(=CC2=C(OCCO2)C1)C1C(N(C=2C=C3C(=CC12)OCCO3)CCOCCOC)=O (8-(7-hydroxy-2,3-dihydro-1,4-benzodioxin-6-yl)-6-[2-(2-methoxyethoxy)ethyl]-2,3,6,8-tetrahydro-7H-[1,4]dioxino[2,3-f]indol-7-one), C1(=CC=CC=C1)C(N1C(C(C2=CC=CC=C12)C1=C(C=C(C(=C1)C)OC)O)=O)C1=CC=CC=C1 (1-(diphenylmethyl)-3-(2-hydroxy-4-methoxy-5-methylphenyl)-1,3-dihydro-2H-indol-2-one). The product is COCCOCCN1C(C2(COC3=CC4=C(OCCO4)C=C32)C=3C=C2C(=CC13)OCCO2)=O (6-[2-(2-methoxyethoxy)ethyl]-2,2′,3,3′-tetrahydrospiro[1,4-dioxino[2,3-f]indole-8,8′-furo[2,3-g][1,4]benzodioxin]-7(6H)-one). Reaction SMILES: [OH:1][C:2]1[C:3]([CH:12]2[C:20]3[CH:19]=[C:18]4[O:21][CH2:22][CH2:23][O:24][C:17]4=[CH:16][C:15]=3[N:14]([CH2:25][CH2:26][O:27][CH2:28][CH2:29][O:30][CH3:31])[C:13]2=[O:32])=[CH:4][C:5]2[O:10][CH2:9][CH2:8][O:7][C:6]=2[CH:11]=1.[C:33]1(C(C2C=CC=CC=2)N2C3C(=CC=CC=3)C(C3C=C(C)C(OC)=CC=3O)C2=O)C=CC=CC=1>>[CH3:31][O:30][CH2:29][CH2:28][O:27][CH2:26][CH2:25][N:14]1[C:15]2[CH:16]=[C:17]3[O:24][CH2:23][CH2:22][O:21][C:18]3=[CH:19][C:20]=2[C:12]2([C:3]3[C:2](=[CH:11][C:6]4[O:7][CH2:8][CH2:9][O:10][C:5]=4[CH:4]=3)[O:1][CH2:33]2)[C:13]1=[O:32]. Procedure details: Following the procedure as described in EXAMPLE 2 and making non-critical variations using 8-(7-hydroxy-2,3-dihydro-1,4-benzodioxin-6-yl)-6-[2-(2-methoxyethoxy)ethyl]-2,3,6,8-tetrahydro-7H-[1,4]dioxino[2,3-f]indol-7-one to replace 1-(diphenylmethyl)-3-(2-hydroxy-4-methoxy-5-methylphenyl)-1,3-dihydro-2H-indol-2-one, 6-[2-(2-methoxyethoxy)ethyl]-2,2′,3,3′-tetrahydrospiro[1,4-dioxino[2,3-f]indole-8,8′-furo[2,3-g][1,4]benzodioxin]-7(6H)-one was obtained (74%): mp 146-148° C.; 1H NMR (300 MHz, CDCl3)... Starting materials: BrC=1C=C2C=CNC2=C(C1)C(=O)OCC (ethyl 5-bromo-1H-indole-7-carboxylate), C(C)[SiH](CC)CC (Triethylsilane), [Si](C)(C)(C)OS(=O)(=O)C(F)(F)F (TMSOTf), S1CCC(CC1)=O (tetrahydro-4H-thiopyran-4-one). Run in C(Cl)Cl (DCM), C(Cl)Cl (DCM). Reaction conditions: time 30 minute. Product: BrC=1C=C2C(=CNC2=C(C1)C(=O)OCC)C1CCSCC1 (Ethyl 5-bromo-3-(tetrahydro-2H-thiopyran-4-yl)-1H-indole-7-carboxylate). Yield: 71.4%. As a reaction SMILES: [Si](OS(C(F)(F)F)(=O)=O)(C)(C)C.[S:13]1[CH2:18][CH2:17][C:16](=O)[CH2:15][CH2:14]1.[Br:20][C:21]1[CH:22]=[C:23]2[C:27](=[C:28]([C:30]([O:32][CH2:33][CH3:34])=[O:31])[CH:29]=1)[NH:26][CH:25]=[CH:24]2.C([SiH](CC)CC)C>C(Cl)Cl>[Br:20][C:21]1[CH:22]=[C:23]2[C:27](=[C:28]([C:30]([O:32][CH2:33][CH3:34])=[O:31])[CH:29]=1)[NH:26][CH:25]=[C:24]2[CH:16]1[CH2:17][CH2:18][S:13][CH2:14][CH2:15]1. Procedure: TMSOTf (3.38 mL, 18.7 mmol) was added dropwise to a solution of tetrahydro-4H-thiopyran-4-one (2.17 g, 18.7 mmol) in DCM (100 mL) at 0° C. (bath temp) under nitrogen. A solution of ethyl 5-bromo-1H-indole-7-carboxylate (5 g, 18.7 mmol) in DCM (30 mL) was then added and the reaction was stirred for 30 min. Triethylsilane (4.47 mL, 28.1 mmol) was added and the reaction was allowed to warm to room temperature overnight. The reaction mixture was washed with saturated aqueous Na2CO3 (1×100 mL, and th... Starting materials: CC(=O)[O-], Cn1cc([N+](=O)[O-])cc(I)c1=O, [K+], N#N, CN(C)C=O, c1cscn1, c1ccc(P(c2ccccc2)(c2ccccc2)[Pd](P(c2ccccc2)(c2ccccc2)c2ccccc2)(P(c2ccccc2)(c2ccccc2)c2ccccc2)P(c2ccccc2)(c2ccccc2)c2ccccc2)cc1. The product is Cn1cc([N+](=O)[O-])cc(-c2cncs2)c1=O. Reaction SMILES: [CH3:21][C:22](=[O:23])[O-:24].[I:3][c:4]1[c:5](=[O:14])[n:6]([CH3:13])[cH:7][c:8]([N+:10](=[O:11])[O-:12])[cH:9]1.[K+:20].[N:1]#[N:2].[O:25]=[CH:26][N:27]([CH3:28])[CH3:29].[cH:15]1[cH:16][s:17][cH:18][n:19]1.[cH:30]1[cH:31][cH:32][c:33]([P:34]([Pd:35]([P:36]([c:37]2[cH:38][cH:39][cH:40][cH:41][cH:42]2)([c:43]2[cH:44][cH:45][cH:46][cH:47][cH:48]2)[c:49]2[cH:50][cH:51][cH:52][cH:53][cH:54]2)([P:55]([c:56]2[cH:57][cH:58][cH:59][cH:60][cH:61]2)([c:62]2[cH:63][cH:64][cH:65][cH:66][cH:67]2)[c:68]2[cH:69][cH:70][cH:71][cH:72][cH:73]2)[P:74]([c:75]2[cH:76][cH:77][cH:78][cH:79][cH:80]2)([c:81]2[cH:82][cH:83][cH:84][cH:85][cH:86]2)[c:87]2[cH:88][cH:89][cH:90][cH:91][cH:92]2)([c:93]2[cH:94][cH:95][cH:96][cH:97][cH:98]2)[c:99]2[cH:100][cH:101][cH:102][cH:103][cH:104]2)[cH:105][cH:106]1>>[c:4]1(-[c:16]2[cH:15][n:19][cH:18][s:17]2)[c:5](=[O:14])[n:6]([CH3:13])[cH:7][c:8]([N+:10](=[O:11])[O-:12])[cH:9]1.